Dataset: the Open Reaction Database (ORD), a public repository of structured organic reaction records. Task: describe an organic reaction: reactants, conditions, products, and yield The reactants are C(C)O (ethanol), ClC=1C=C(C=NC1Cl)S(=O)(=O)NC1=CC(=CC=C1)O (5,6-dichloro-3'-hydroxy-3-pyridinesulfonanilide), NN (hydrazine). The solvent is O (water). The product is ClC=1C=C(C=NC1NN)S(=O)(=O)NC1=CC(=CC=C1)O (5-Chloro-6-hydrazino-3'-hydroxy-3-pyridinesulfonanilide). The yield is 80.3%. As a reaction SMILES: C(O)C.[Cl:4][C:5]1[CH:6]=[C:7]([S:12]([NH:15][C:16]2[CH:21]=[CH:20][CH:19]=[C:18]([OH:22])[CH:17]=2)(=[O:14])=[O:13])[CH:8]=[N:9][C:10]=1Cl.[NH2:23][NH2:24]>O>[Cl:4][C:5]1[CH:6]=[C:7]([S:12]([NH:15][C:16]2[CH:21]=[CH:20][CH:19]=[C:18]([OH:22])[CH:17]=2)(=[O:14])=[O:13])[CH:8]=[N:9][C:10]=1[NH:23][NH2:24]. Reported procedure: To 500 ml ethanol was added 5,6-dichloro-3'-hydroxy-3-pyridinesulfonanilide (10.4 g, 42 mmol) and 95 percent hydrazine (60 mmol). The reaction mixture was refluxed overnight. The completely reacted mixture was chilled, and the precipitate was filtered off and washed with ethanol. The filtrate was concentrated so as to obtain a second crop, yielding a total of 16.5 g. The solid was stirred in 250 ml of water to remove any salts. The product was filtered, washed with water, and dried under vacuum ... Reactants: CC1(OC[C@H](O1)CN1N=C(C(=C1C)I)C)C (1-{[(4R)-2,2-dimethyl-1,3-dioxolan-4-yl]methyl}-4-iodo-3,5-dimethyl-1H-pyrazole), C1CCOC1 (THF), C(C)(C)[Mg]Cl (isopropylmagnesium chloride), C1CCOC1 (THF), COB1OC(C(O1)(C)C)(C)C (2-Methoxy-4,4,5,5-tetramethyl-1,3,2-dioxaborolane). Run at time 10 minute. Product: CC1(OC[C@H](O1)CN1N=C(C(=C1C)B1OC(C(O1)(C)C)(C)C)C)C (1-{[(4R)-2,2-Dimethyl-1,3-dioxolan-4-yl]methyl}-3,5-dimethyl-4-(4,4,5,5-tetramethyl-1,3,2-dioxaborolan-2-yl)-1H-pyrazole). As a reaction SMILES: [CH3:1][C:2]1([CH3:16])[O:6][C@H:5]([CH2:7][N:8]2[C:12]([CH3:13])=[C:11](I)[C:10]([CH3:15])=[N:9]2)[CH2:4][O:3]1.C1COCC1.C([Mg]Cl)(C)C.CO[B:29]1[O:33][C:32]([CH3:35])([CH3:34])[C:31]([CH3:37])([CH3:36])[O:30]1>>[CH3:1][C:2]1([CH3:16])[O:6][C@H:5]([CH2:7][N:8]2[C:12]([CH3:13])=[C:11]([B:29]3[O:33][C:32]([CH3:35])([CH3:34])[C:31]([CH3:37])([CH3:36])[O:30]3)[C:10]([CH3:15])=[N:9]2)[CH2:4][O:3]1. Reported procedure: To a solution of 1-{[(4R)-2,2-dimethyl-1,3-dioxolan-4-yl]methyl}-4-iodo-3,5-dimethyl-1H-pyrazole (180.0 mg, 0.5354 mmol) in THF (5 mL, 60 mmol) was added 2 M isopropylmagnesium chloride in THF (0.5354 mL, 1.071 mmol) at rt, and the mixture was stirred for 10 min. 2-Methoxy-4,4,5,5-tetramethyl-1,3,2-dioxaborolane (0.2632 mL, 1.606 mmol) was added, and the mixture stirred at rt for 20 min. The reaction was quenched with sat. NH4Cl, and the organic solvent was removed in vacuo. The material was ext... Reactants: C1=CCCCC1, O, O=[N+]([O-])c1ccc(NC(CO)(CO)CO)cc1. Product: Nc1ccc(NC(CO)(CO)CO)cc1. RXN SMILES: [CH2:18]1[CH2:19][CH:20]=[CH:21][CH2:22][CH2:23]1.[OH2:24].[OH:1][CH2:2][C:3]([CH2:4][OH:5])([CH2:6][OH:7])[NH:8][c:9]1[cH:10][cH:11][c:12]([N+:15]([O-:16])=[O:17])[cH:13][cH:14]1>>[OH:1][CH2:2][C:3]([CH2:4][OH:5])([CH2:6][OH:7])[NH:8][c:9]1[cH:10][cH:11][c:12]([NH2:15])[cH:13][cH:14]1. Isolated yield 84.6%. Yields the product ClC1=C(C(=CC=C1)N1CCCC1)CN1CCN(CC1)C(=O)OC(C)(C)C (tert-butyl 4-[[2-chloro-6-(pyrrolidin-1-yl)phenyl]methyl]piperazine-1-carboxylate). Reaction conditions: time 30 minute. Run in ClCCCl (1,2-dichloroethane), ClCCCl (1,2-dichloroethane). Procedure details: A 100 mL round-bottom flask was charged with 2-chloro-6-(pyrrolidin-1-yl)benzaldehyde (1.40 g, 6.68 mmol, 1.10 equiv), tert-butyl piperazine-1-carboxylate (1.13 g, 6.07 mmol, 1.00 equiv), 1,2-dichloroethane (20 mL). The mixture was stirred 30 min at room temperature. Sodium triacetoxyborohydride (3.85 g, 18.2 mmol, 2.99 equiv) was added. The resulting solution was stirred overnight at room temperature and diluted with 1,2-dichloroethane (20 mL). The resulting solution washed with H2O (2×20 mL), ... Reaction SMILES: [Cl:1][C:2]1[CH:9]=[CH:8][CH:7]=[C:6]([N:10]2[CH2:14][CH2:13][CH2:12][CH2:11]2)[C:3]=1[CH:4]=O.[N:15]1([C:21]([O:23][C:24]([CH3:27])([CH3:26])[CH3:25])=[O:22])[CH2:20][CH2:19][NH:18][CH2:17][CH2:16]1.C(O[BH-](OC(=O)C)OC(=O)C)(=O)C.[Na+]>ClCCCl>[Cl:1][C:2]1[CH:9]=[CH:8][CH:7]=[C:6]([N:10]2[CH2:14][CH2:13][CH2:12][CH2:11]2)[C:3]=1[CH2:4][N:18]1[CH2:17][CH2:16][N:15]([C:21]([O:23][C:24]([CH3:27])([CH3:26])[CH3:25])=[O:22])[CH2:20][CH2:19]1 |f:2.3|. Starting materials: ClC1=C(C=O)C(=CC=C1)N1CCCC1 (2-chloro-6-(pyrrolidin-1-yl)benzaldehyde), N1(CCNCC1)C(=O)OC(C)(C)C (tert-butyl piperazine-1-carboxylate), C(C)(=O)O[BH-](OC(C)=O)OC(C)=O.[Na+] (Sodium triacetoxyborohydride). The reactants are CC(C)(C)C(=O)OCCl, COc1cc(C(=O)N2CCC3(CC2)CC(=O)c2cc(-c4nnn[nH]4)ccc2O3)nc2c(OC)cccc12, CCOC(C)=O, [Na], CN(C)C=O. Yields the product COc1cc(C(=O)N2CCC3(CC2)CC(=O)c2cc(-c4nnn(COC(=O)C(C)(C)C)n4)ccc2O3)nc2c(OC)cccc12. Reaction SMILES: [C:39]([C:40]([CH3:41])([CH3:42])[CH3:43])(=[O:44])[O:45][CH2:46][Cl:47].[CH3:2][O:3][c:4]1[cH:5][c:6]([C:16](=[O:17])[N:18]2[CH2:19][CH2:20][C:21]3([O:22][c:23]4[cH:24][cH:25][c:26](-[c:32]5[n:33][n:34][n:35][nH:36]5)[cH:27][c:28]4[C:29](=[O:31])[CH2:30]3)[CH2:37][CH2:38]2)[n:7][c:8]2[c:9]([O:14][CH3:15])[cH:10][cH:11][cH:12][c:13]12.[CH3:53][CH2:54][O:55][C:56](=[O:57])[CH3:58].[Na:1].[O:48]=[CH:49][N:50]([CH3:51])[CH3:52]>>[CH3:2][O:3][c:4]1[cH:5][c:6]([C:16](=[O:17])[N:18]2[CH2:19][CH2:20][C:21]3([O:22][c:23]4[cH:24][cH:25][c:26](-[c:32]5[n:33][n:34]([CH2:46][O:45][C:39]([C:40]([CH3:41])([CH3:42])[CH3:43])=[O:44])[n:35][n:36]5)[cH:27][c:28]4[C:29](=[O:31])[CH2:30]3)[CH2:37][CH2:38]2)[n:7][c:8]2[c:9]([O:14][CH3:15])[cH:10][cH:11][cH:12][c:13]12. The reactants are C(C)OC(C(C(=O)OC(C)(C)C)C1=NC(=CC=C1[N+](=O)[O-])OC1CCN(CC1)CCOC)=O (2-{6-[1-(2-Methoxy-ethyl)-piperidin-4-yloxy]-3-nitro-pyridin-2-yl}-malonic acid tert-butyl ester ethyl ester). The solvent is C(=O)(C(F)(F)F)O (TFA). Conditions: time 20 minute. The product is C(C)OC(CC1=NC(=CC=C1N)OC1CCN(CC1)CCOC)=O ({3-Amino-6-[1-(2-methoxy-ethyl)-piperidin-4-yloxy]-pyridin-2-yl}-acetic acid ethyl ester). Yield: 87.6%. RXN SMILES: [CH2:1]([O:3][C:4](=[O:33])[CH:5]([C:13]1[C:18]([N+:19]([O-])=O)=[CH:17][CH:16]=[C:15]([O:22][CH:23]2[CH2:28][CH2:27][N:26]([CH2:29][CH2:30][O:31][CH3:32])[CH2:25][CH2:24]2)[N:14]=1)C(OC(C)(C)C)=O)[CH3:2]>C(O)(C(F)(F)F)=O>[CH2:1]([O:3][C:4](=[O:33])[CH2:5][C:13]1[C:18]([NH2:19])=[CH:17][CH:16]=[C:15]([O:22][CH:23]2[CH2:24][CH2:25][N:26]([CH2:29][CH2:30][O:31][CH3:32])[CH2:27][CH2:28]2)[N:14]=1)[CH3:2]. Reported procedure: A mixture of 3 (0.856 mmol) in TFA (15 mL) was agitated at room temperature for 20 min. LCMS indicated a mixture of ˜1:1 of the tButyl cleavage/decarboxylation to tButyl and Ethyl cleavage/decarboxylation. The TFA was removed in vacuo. The resulting oil was put up in ethyl acetate and washed with sodium bicarbonate (aq., satd.), brine then dried over MgSO4 and concentrated in vacuo. The free based material (4) was dissolved in ethanol (20 mL) and hydrogenated in the presence of 10% Pd/C (30 mg) ... The reactants are COC(C=CC1=CC(=CC=C1)C#N)=O (3-(3-cyano-phenyl)-acrylic acid methyl ester). Reagents/catalysts: [Pd] (palladium on carbon). The solvent is CCOC(=O)C (EtOAc). Conditions: time 1 hour. Product: COC(CCC1=CC(=CC=C1)C#N)=O (3-(3-Cyano-phenyl)-propionic acid methyl ester). Isolated yield 91.0%. RXN SMILES: [CH3:1][O:2][C:3](=[O:14])[CH:4]=[CH:5][C:6]1[CH:11]=[CH:10][CH:9]=[C:8]([C:12]#[N:13])[CH:7]=1>[Pd].CCOC(C)=O>[CH3:1][O:2][C:3](=[O:14])[CH2:4][CH2:5][C:6]1[CH:11]=[CH:10][CH:9]=[C:8]([C:12]#[N:13])[CH:7]=1. Procedure: A mixture of 3-(3-cyano-phenyl)-acrylic acid methyl ester (3.24 g, 17.31 mmol), prepared in Step B of Preparation 44, and palladium on carbon (10%, 0.600 g) in EtOAc (30 mL) was hydrogenated at 25 psi in a Parr shaker for 1h. The catalyst was removed via filtration through Celite and the solution was concentrated in vacuo. Medium pressure chromatography (6:1 hexanes:EtOAc) provided the title compound of Step A as a clear oil (2.98 g). 1H NMR (400 MHz, CDCl3) δ 7.50-7.36 (m, 4H), 3.65 (s, 3H), 2....